This data is from the Open Reaction Database (ORD), a public repository of structured organic reaction records. The task is: describe an organic reaction: reactants, conditions, products, and yield The reactants are CC(=O)[O-], CC(=O)[O-], CC(=O)O, [Cu+2], O=C1C=CC(=O)c2ccccc21, c1cc[nH]c1. The product is O=C1C=C(c2ccc[nH]2)C(=O)c2ccccc21. As a reaction SMILES: [C:22]([O-:23])(=[O:24])[CH3:25].[C:27]([O-:28])(=[O:29])[CH3:30].[CH3:18][C:19](=[O:20])[OH:21].[Cu+2:26].[O:1]=[C:2]1[CH:3]=[CH:4][C:5](=[O:6])[c:7]2[cH:8][cH:9][cH:10][cH:11][c:12]21.[nH:13]1[cH:14][cH:15][cH:16][cH:17]1>>[O:1]=[C:2]1[CH:3]=[C:4]([c:14]2[nH:13][cH:17][cH:16][cH:15]2)[C:5](=[O:6])[c:7]2[cH:8][cH:9][cH:10][cH:11][c:12]21. Reported procedure: Following the general method as outlined in Example 22, starting from (2S,4EZ)-1-(tert-butoxycarbonyl)-4-{[(3,4dichlorobenzyl)oxy]imino}-2-pyrrolidinecarboxylic acid, acetyl chloride, and 1-naphthylmethylamine the title compound was obtained in 60% purity by LC/MS. MS(ESI+): m/z=484.2. Reactants: C(C)(C)(C)OC(=O)N1[C@@H](CC(C1)=NOCC1=CC(=C(C=C1)Cl)Cl)C(=O)O ((2S,4EZ)-1-(tert-butoxycarbonyl)-4-{[(3,4dichlorobenzyl)oxy]imino}-2-pyrrolidinecarboxylic acid), C(C)(=O)Cl (acetyl chloride), C1(=CC=CC2=CC=CC=C12)CN (1-naphthylmethylamine). Reaction SMILES: C(O[C:6]([N:8]1[CH2:12][C:11](=[N:13][O:14][CH2:15][C:16]2[CH:21]=[CH:20][C:19]([Cl:22])=[C:18]([Cl:23])[CH:17]=2)[CH2:10][C@H:9]1[C:24]([OH:26])=O)=[O:7])(C)(C)C.[C:27](Cl)(=O)C.[C:31]1([CH2:41][NH2:42])[C:40]2[C:35](=[CH:36][CH:37]=[CH:38][CH:39]=2)[CH:34]=[CH:33][CH:32]=1>>[C:6]([N:8]1[CH2:12][C:11](=[N:13][O:14][CH2:15][C:16]2[CH:21]=[CH:20][C:19]([Cl:22])=[C:18]([Cl:23])[CH:17]=2)[CH2:10][C@H:9]1[C:24]([NH:42][CH2:41][C:31]1[C:40]2[C:35](=[CH:36][CH:37]=[CH:38][CH:39]=2)[CH:34]=[CH:33][CH:32]=1)=[O:26])(=[O:7])[CH3:27]. The product is C(C)(=O)N1[C@@H](CC(C1)=NOCC1=CC(=C(C=C1)Cl)Cl)C(=O)NCC1=CC=CC2=CC=CC=C12 ((2S,4EZ)-1-acetyl-4-{[(3,4-dichlorobenzyl)oxy]imino}-N-(1-naphthylmethyl)-2-pyrrolidinecarboxamide).